From a dataset of the Open Reaction Database (ORD), a public repository of structured organic reaction records. describe an organic reaction: reactants, conditions, products, and yield Reaction SMILES: [Al+3:11].[CH3:16][S:17][C:18]#[N:19].[CH3:1][O:2][c:3]1[cH:4][cH:5][cH:6][c:7]([OH:8])[cH:9]1.[Cl-:10].[Cl-:12].[Cl-:13].[ClH:15].[OH2:14].[cH:20]1[cH:21][cH:22][cH:23][cH:24][cH:25]1>>[CH3:1][O:2][c:3]1[cH:4][cH:5][c:6]([C:18](=[O:14])[S:17][CH3:16])[c:7]([OH:8])[cH:9]1. Yields the product COc1ccc(C(=O)SC)c(O)c1. Starting materials: [Al+3], CSC#N, COc1cccc(O)c1, [Cl-], [Cl-], [Cl-], Cl, O, c1ccccc1. Starting materials: C1(=CC=CC=C1)C1OCCO1 (2-phenyl-1,3-dioxolane), BrN1C(CCC1=O)=O (N-bromosuccinimide), C(C1=CC=CC=C1)(=O)OOC(C1=CC=CC=C1)=O (benzoyl peroxide). Run in C(Cl)(Cl)(Cl)Cl (carbon tetrachloride). Yields the product C(C1=CC=CC=C1)(=O)OCCBr (2-Bromoethyl Benzoate). RXN SMILES: [C:1]1([CH:7]2[O:11][CH2:10][CH2:9][O:8]2)[CH:6]=[CH:5][CH:4]=[CH:3][CH:2]=1.[Br:12]N1C(=O)CCC1=O.C(OOC(=O)C1C=CC=CC=1)(=O)C1C=CC=CC=1>C(Cl)(Cl)(Cl)Cl>[C:7]([O:11][CH2:10][CH2:9][Br:12])(=[O:8])[C:1]1[CH:6]=[CH:5][CH:4]=[CH:3][CH:2]=1. Reported procedure: A mixture of 120.14 grams (0.80 mol) of 2-phenyl-1,3-dioxolane, 142.39 grams (0.80 mol) of N-bromosuccinimide, 1 liter of carbon tetrachloride and a catalytic amount of benzoyl peroxide was heated with stirring at reflux for 5.25 hours and then cooled. The mixture was filtered, and the filtrate was concentrated to an oil. Distillation of this oil gave 147.8 grams; (80.65% of theory) of the product; bp=104°-111° C./0.40 mm. Reactants: C(C1=CC=CC=C1)OC(=O)N[C@@H]1[C@@H](CN(CC1)C1=CC(=C(S1)C)C(=O)OC)OC (Methyl cis(±)-5-(4-{[(benzyloxy)carbonyl]amino}-3-methoxypiperidin-1-yl)-2-methylthiophene-3-carboxylate), Br.C(C)(=O)O (hydrobromic acid acetic acid). Run in C(C)(=O)O (acetic acid), C(C)(=O)OCC (ethyl acetate). Conditions: time 1 hour. Product: N[C@@H]1[C@@H](CN(CC1)C1=CC(=C(S1)C)C(=O)OC)OC (Methyl cis(±)-5-(4-amino-3-methoxypiperidin-1-yl)-2-methylthiophene-3-carboxylate). Isolated yield 58.9%. RXN SMILES: C(OC([NH:11][C@H:12]1[CH2:17][CH2:16][N:15]([C:18]2[S:22][C:21]([CH3:23])=[C:20]([C:24]([O:26][CH3:27])=[O:25])[CH:19]=2)[CH2:14][C@H:13]1[O:28][CH3:29])=O)C1C=CC=CC=1.Br.C(O)(=O)C>C(O)(=O)C.C(OCC)(=O)C>[NH2:11][C@H:12]1[CH2:17][CH2:16][N:15]([C:18]2[S:22][C:21]([CH3:23])=[C:20]([C:24]([O:26][CH3:27])=[O:25])[CH:19]=2)[CH2:14][C@H:13]1[O:28][CH3:29] |f:1.2|. Procedure details: Methyl cis(±)-5-(4-{[(benzyloxy)carbonyl]amino}-3-methoxypiperidin-1-yl)-2-methylthiophene-3-carboxylate obtained in Example (188c) (50 mg) was dissolved in acetic acid (1 mL). A hydrobromic acid-acetic acid solution (1 ml) was added, and the mixture was stirred at room temperature for one hour. The reaction solution was diluted with ethyl acetate, washed with water and brine, and dried over anhydrous sodium sulfate. Following concentration under reduced pressure, the residue was purified by sil... Starting materials: C1CCOC1 (THF), C(CCCCCCCC)C1=CC=C(C=C1)C=1C(=CC=CC1)C(=O)OC (methyl 4'-nonylbiphenylcarboxylate), C1CCOC1 (THF), [H-].[Al+3].[Li+].[H-].[H-].[H-] (lithium aluminum hydride), Cl (hydrochloric acid). Run in C(C)(=O)OCC (ethyl acetate), O (water), C1(=CC=CC=C1)C (toluene). Conditions: time 2 hour. Yields the product C(CCCCCCCC)C1=CC=C(C=C1)C1=CC=C(C=C1)CO (4'-nonyl-4-hydroxymethyl-biphenyl). As a reaction SMILES: [CH2:1]1[CH2:5][O:4][CH2:3][CH2:2]1.[CH2:6]([C:15]1[CH:20]=[CH:19][C:18]([C:21]2C(C(OC)=O)=CC=[CH:25][CH:26]=2)=[CH:17][CH:16]=1)[CH2:7][CH2:8][CH2:9][CH2:10][CH2:11][CH2:12][CH2:13][CH3:14].[H-].[Al+3].[Li+].[H-].[H-].[H-].Cl>C1(C)C=CC=CC=1.O.C(OCC)(=O)C>[CH2:6]([C:15]1[CH:16]=[CH:17][C:18]([C:21]2[CH:3]=[CH:2][C:1]([CH2:5][OH:4])=[CH:25][CH:26]=2)=[CH:19][CH:20]=1)[CH2:7][CH2:8][CH2:9][CH2:10][CH2:11][CH2:12][CH2:13][CH3:14] |f:2.3.4.5.6.7|. Procedure details: 200 ml of a THF solution of 32 g of methyl 4'-nonylbiphenylcarboxylate was slowly dropped to 300 ml of a THF solution of 3.5 g of lithium aluminum hydride while cooling with ice. After the completion of dropwise addition, the resulting mixture was stirred at room temperature for 2 hours. The reaction mixture was again cooled with ice, and 20 ml of ethyl acetate was slowly dropped thereto. Subsequently, 50 ml of water and 100 ml of 6 N hydrochloric acid were slowly dropped thereto. 300 ml of tolu... Starting materials: ClC1=C(C(=O)C2=C(C=CC(=C2)C(F)(F)F)N(C(CN2C(C3=CC=CC=C3C2=O)=O)=O)C=NNC(CN2C(C3=CC=CC=C3C2=O)=O)=O)C=CC=C1 (1,3-dioxo-2-isoindolineacetic acid, [[N-[2-(o-chlorobenzoyl)-4-(trifluoromethyl)phenyl]-1,3-dioxo-2-isoindolineacetamido]methylene] hydrazide), FC(C(=O)O)(F)F (trifluoroacetic acid). The product is ClC1=C(C=CC=C1)C(C1=C(C=CC(=C1)C(F)(F)F)N1C(=NN=C1)CN1C(C=2C(C1=O)=CC=CC2)=O)=O (2'-chloro-5-trifluoromethyl-2-[3-(phthalimidomethyl)-4H-1,2,4-triazol-4-yl]benzophenone). Reaction SMILES: [Cl:1][C:2]1[CH:51]=[CH:50][CH:49]=[CH:48][C:3]=1[C:4]([C:6]1[CH:11]=[C:10]([C:12]([F:15])([F:14])[F:13])[CH:9]=[CH:8][C:7]=1[N:16]([CH:31]=[N:32][NH:33][C:34](=O)[CH2:35][N:36]1[C:44](=[O:45])[C:43]2[C:38](=[CH:39][CH:40]=[CH:41][CH:42]=2)[C:37]1=[O:46])C(=O)CN1C(=O)C2C(=CC=CC=2)C1=O)=[O:5].FC(F)(F)C(O)=O>>[Cl:1][C:2]1[CH:51]=[CH:50][CH:49]=[CH:48][C:3]=1[C:4](=[O:5])[C:6]1[CH:11]=[C:10]([C:12]([F:15])([F:14])[F:13])[CH:9]=[CH:8][C:7]=1[N:16]1[CH:31]=[N:32][N:33]=[C:34]1[CH2:35][N:36]1[C:44](=[O:45])[C:43]2=[CH:42][CH:41]=[CH:40][CH:39]=[C:38]2[C:37]1=[O:46]. Procedure: In the manner given in Example 7, 1,3-dioxo-2-isoindolineacetic acid, [[N-[2-(o-chlorobenzoyl)-4-(trifluoromethyl)phenyl]-1,3-dioxo-2-isoindolineacetamido]methylene] hydrazide is heated to 100°-110°C. with trifluoroacetic acid to give 2'-chloro-5-trifluoromethyl-2-[3-(phthalimidomethyl)-4H-1,2,4-triazol-4-yl]benzophenone. Reactants: C(C)C1(OC(=C(C1=O)I)C1=CC=C(C=C1)S(=O)(=O)C)C (2-ethyl-4-iodo-2-methy-5-{4-(methylsulfonyl)phenyl}-3(2H)-furanone), C([O-])([O-])=O.[Na+].[Na+] (sodium carbonate), C(C)(=O)C1=CC=C(C=C1)B(O)O (4-acetylbenzeneboronic acid). Reagents/catalysts: C=1C=CC(=CC1)[P](C=2C=CC=CC2)(C=3C=CC=CC3)[Pd]([P](C=4C=CC=CC4)(C=5C=CC=CC5)C=6C=CC=CC6)([P](C=7C=CC=CC7)(C=8C=CC=CC8)C=9C=CC=CC9)[P](C=1C=CC=CC1)(C=1C=CC=CC1)C=1C=CC=CC1 (tetrakis(triphenylphosphine)palladium(0)). Run in C1(=CC=CC=C1)C (toluene), C(C)O (ethanol). Conditions: temperature 95 celsius, time 12 hour. Yields the product C(C)(=O)C1=CC=C(C=C1)C=1C(C(OC1C1=CC=C(C=C1)S(=O)(=O)C)(C)CC)=O (4-(4-acetylphenyl)-2-ethyl-2-methyl-5-{4-(methylsulfonyl)phenyl}-3(2H)-furanone). Isolated yield 61.2%. As a reaction SMILES: [CH2:1]([C:3]1([CH3:20])[C:7](=[O:8])[C:6](I)=[C:5]([C:10]2[CH:15]=[CH:14][C:13]([S:16]([CH3:19])(=[O:18])=[O:17])=[CH:12][CH:11]=2)[O:4]1)[CH3:2].C(=O)([O-])[O-].[Na+].[Na+].[C:27]([C:30]1[CH:35]=[CH:34][C:33](B(O)O)=[CH:32][CH:31]=1)(=[O:29])[CH3:28]>C1(C)C=CC=CC=1.C(O)C.C1C=CC([P]([Pd]([P](C2C=CC=CC=2)(C2C=CC=CC=2)C2C=CC=CC=2)([P](C2C=CC=CC=2)(C2C=CC=CC=2)C2C=CC=CC=2)[P](C2C=CC=CC=2)(C2C=CC=CC=2)C2C=CC=CC=2)(C2C=CC=CC=2)C2C=CC=CC=2)=CC=1>[C:27]([C:30]1[CH:35]=[CH:34][C:33]([C:6]2[C:7](=[O:8])[C:3]([CH2:1][CH3:2])([CH3:20])[O:4][C:5]=2[C:10]2[CH:15]=[CH:14][C:13]([S:16]([CH3:19])(=[O:18])=[O:17])=[CH:12][CH:11]=2)=[CH:32][CH:31]=1)(=[O:29])[CH3:28] |f:1.2.3,^1:52,54,73,92|. Procedure: To a stirred solution of 2-ethyl-4-iodo-2-methy-5-{4-(methylsulfonyl)phenyl}-3(2H)-furanone (200 mg) in 15 ml toluene and 5 ml ethanol, were added 34 mg of tetrakis(triphenylphosphine)palladium(0), 5 ml of 2M aqueous sodium carbonate solution and 120 mg of 4-acetylbenzeneboronic acid. Then the reaction solution was stirred at 95° C. for 12 hours. The reaction solvent was evaporated off under reduced pressure and the resulting residue was extracted with 50 ml water and dichloromethane (30 ml×3). ... Reactants: FC1=C(C=CC=C1)C(C(=O)O)C(=O)O (2-(2-fluorophenyl)propanedioic acid), S(=O)(Cl)Cl (thionyl chloride), [N+](=O)([O-])C1=CC=C(C=C1)O (4-nitrophenol). Solvent: C1(=CC=CC=C1)C (Toluene), CN(C=O)C (N,N-dimethylformamide), C1(=CC=CC=C1)C (toluene). Reaction conditions: temperature 30 celsius. The product is FC1=C(C=CC=C1)C(C(=O)OC1=CC=C(C=C1)[N+](=O)[O-])C(=O)OC1=CC=C(C=C1)[N+](=O)[O-] (1,3-bis(4-nitrophenyl) 2-(2-fluorophenyl)propanedioate). The yield is 77.7%. Reaction SMILES: [F:1][C:2]1[CH:7]=[CH:6][CH:5]=[CH:4][C:3]=1[CH:8]([C:12]([OH:14])=[O:13])[C:9]([OH:11])=[O:10].S(Cl)(Cl)=O.[N+:19]([C:22]1[CH:27]=[CH:26][C:25](O)=[CH:24][CH:23]=1)([O-:21])=[O:20]>C1(C)C=CC=CC=1.CN(C)C=O>[F:1][C:2]1[CH:7]=[CH:6][CH:5]=[CH:4][C:3]=1[CH:8]([C:9]([O:11][C:25]1[CH:26]=[CH:27][C:22]([N+:19]([O-:21])=[O:20])=[CH:23][CH:24]=1)=[O:10])[C:12]([O:14][C:25]1[CH:26]=[CH:27][C:22]([N+:19]([O-:21])=[O:20])=[CH:23][CH:24]=1)=[O:13]. Procedure: To a 1 L flask was added toluene (500 mL), 2-(2-fluorophenyl)propanedioic acid (100 g, 0.479 moles) and N,N-dimethylformamide (6.92 g) at 25° C. under a nitrogen atmosphere. The reaction mixture was initially heated to 30° C. and thionyl chloride (127.53 g, 1.071 moles) was added dropwise over a period of 20 minutes at 25-30° C. After the addition, the reaction mixture was heated to 48-50° C. and this temperature maintained for 3.5 hours. Toluene (300 mL) was then added to the reaction mixture i... Starting materials: O=C1CCC1, CC(=O)O, CNC(=O)c1ccc(N)cc1F, N#C[Na]. Product: CNC(=O)c1ccc(NC2(C#N)CCC2)cc1F. RXN SMILES: [C:16]1(=[O:20])[CH2:17][CH2:18][CH2:19]1.[CH3:21][C:22](=[O:23])[OH:24].[NH2:4][c:5]1[cH:6][c:7]([F:15])[c:8]([C:9](=[O:10])[NH:11][CH3:12])[cH:13][cH:14]1.[Na:1][C:2]#[N:3]>>[C:2](#[N:3])[C:16]1([NH:4][c:5]2[cH:6][c:7]([F:15])[c:8]([C:9](=[O:10])[NH:11][CH3:12])[cH:13][cH:14]2)[CH2:17][CH2:18][CH2:19]1. The reactants are C(C)(C)(C)OC(CN1C(=C(C2=CC(=CC=C12)F)C1=NN(S(C2=C1C=CC=C2)(=O)=O)CC2=C(C=CC=C2)Cl)C)=O ({3-[2-(2-Chloro-benzyl)-1,1-dioxo-1,2-dihydro-1λ6-benzo[e][1,2,3]thiadiazin-4-yl]-5-fluoro-2-methyl-indol-1-yl}-acetic acid tert-butyl ester), C(=O)(C(F)(F)F)O (TFA). Yields the product ClC1=C(CN2S(C3=C(C(=N2)C2=C(N(C4=CC=C(C=C24)F)CC(=O)O)C)C=CC=C3)(=O)=O)C=CC=C1 ({3-[2-(2-Chloro-benzyl)-1,1-dioxo-1,2-dihydro-1λ6-benzo[e][1,2,3]thiadiazin-4-yl]-5-fluoro-2-methyl-indol-1-yl}-acetic acid). Reaction SMILES: C([O:5][C:6](=[O:39])[CH2:7][N:8]1[C:16]2[C:11](=[CH:12][C:13]([F:17])=[CH:14][CH:15]=2)[C:10]([C:18]2[C:23]3[CH:24]=[CH:25][CH:26]=[CH:27][C:22]=3[S:21](=[O:29])(=[O:28])[N:20]([CH2:30][C:31]3[CH:36]=[CH:35][CH:34]=[CH:33][C:32]=3[Cl:37])[N:19]=2)=[C:9]1[CH3:38])(C)(C)C.C(O)(C(F)(F)F)=O>>[Cl:37][C:32]1[CH:33]=[CH:34][CH:35]=[CH:36][C:31]=1[CH2:30][N:20]1[N:19]=[C:18]([C:10]2[C:11]3[C:16](=[CH:15][CH:14]=[C:13]([F:17])[CH:12]=3)[N:8]([CH2:7][C:6]([OH:39])=[O:5])[C:9]=2[CH3:38])[C:23]2[CH:24]=[CH:25][CH:26]=[CH:27][C:22]=2[S:21]1(=[O:29])=[O:28]. Reported procedure: {3-[2-(2-Chloro-benzyl)-1,1-dioxo-1,2-dihydro-1λ6-benzo[e][1,2,3]thiadiazin-4-yl]-5-fluoro-2-methyl-indol-1-yl}-acetic acid tert-butyl ester (61 μmol) was treated with TFA (2 mL) for 2 hours, concentrated, and purified by preparative LCMS to give the title compound. 1H NMR (d6-DMSO) δ 8.18 (d, 1H), 7.94 (t, 1H), 7.83 (t, 1H), 7.45 (m, 6H), 6.88 (dt, 1H), 6.51 (dd, 1H), 5.19 (bs, 2H), 4.43 (s, 2H), 2.02 (s, 3H) ppm. MS calculated for C25H19FClN3O4S—H: 510, observed: 510. Reactants: C(C)(=O)O[C@H]1[C@@H](O[C@@H]([C@@H]([C@@H]1OC(C)=O)OC(C)=O)COC(C)=O)OC1=NNC(=C1CC1=C(C=C(C=C1)OCCNC(C(C)(C)C(=O)N1CCN(CC1)C(=O)OCC1=CC=CC=C1)=O)C)C(C)C (3-(2,3,4,6-tetra-O-acetyl-β-D-galactopyranosyloxy)-4-[(4-{2-[2-{[4-(benzyloxycarbonyl)piperazin-1-yl]carbonyl}-2-(methyl)propionylamino]ethoxy}-2-methylphenyl)methyl]-5-isopropyl-1H-pyrazole), C[O-].[Na+] (sodium methoxide). Solvent: CO (methanol). Reaction conditions: time 30 minute. Product: C(C1=CC=CC=C1)OC(=O)N1CCN(CC1)C(=O)C(C(=O)NCCOC1=CC(=C(C=C1)CC=1C(=NNC1C(C)C)O[C@H]1[C@H](O)[C@@H](O)[C@@H](O)[C@H](O1)CO)C)(C)C (4-[(4-{2-[2-{[4-(benzyloxycarbonyl)piperazin-1-yl]-carbonyl}-2-(methyl)propionylamino]ethoxy}-2-methylphenyl)-methyl]-3-(β-D-galactopyranosyloxy)-5-isopropyl-1H-pyrazole). Isolated yield 60.9%. RXN SMILES: C([O:4][C@@H:5]1[C@@H:10]([O:11]C(=O)C)[C@@H:9]([O:15]C(=O)C)[C@@H:8]([CH2:19][O:20]C(=O)C)[O:7][C@H:6]1[O:24][C:25]1[C:29]([CH2:30][C:31]2[CH:36]=[CH:35][C:34]([O:37][CH2:38][CH2:39][NH:40][C:41](=[O:63])[C:42]([C:45]([N:47]3[CH2:52][CH2:51][N:50]([C:53]([O:55][CH2:56][C:57]4[CH:62]=[CH:61][CH:60]=[CH:59][CH:58]=4)=[O:54])[CH2:49][CH2:48]3)=[O:46])([CH3:44])[CH3:43])=[CH:33][C:32]=2[CH3:64])=[C:28]([CH:65]([CH3:67])[CH3:66])[NH:27][N:26]=1)(=O)C.C[O-].[Na+]>CO>[CH2:56]([O:55][C:53]([N:50]1[CH2:51][CH2:52][N:47]([C:45]([C:42]([CH3:44])([CH3:43])[C:41]([NH:40][CH2:39][CH2:38][O:37][C:34]2[CH:35]=[CH:36][C:31]([CH2:30][C:29]3[C:25]([O:24][C@@H:6]4[O:7][C@H:8]([CH2:19][OH:20])[C@H:9]([OH:15])[C@H:10]([OH:11])[C@H:5]4[OH:4])=[N:26][NH:27][C:28]=3[CH:65]([CH3:67])[CH3:66])=[C:32]([CH3:64])[CH:33]=2)=[O:63])=[O:46])[CH2:48][CH2:49]1)=[O:54])[C:57]1[CH:58]=[CH:59][CH:60]=[CH:61][CH:62]=1 |f:1.2|. Procedure: To a solution of 3-(2,3,4,6-tetra-O-acetyl-β-D-galactopyranosyloxy)-4-[(4-{2-[2-{[4-(benzyloxycarbonyl)piperazin-1-yl]carbonyl}-2-(methyl)propionylamino]ethoxy}-2-methylphenyl)methyl]-5-isopropyl-1H-pyrazole (0.14 g) in methanol (3 mL) was added sodium methoxide (28% methanol solution, 0.015 mL), and the mixture was stirred at room temperature for 30 minutes. The reaction mixture was purified by column chromatography on silica gel (eluent: dichloromethane/methanol=5/1) to give 4-[(4-{2-[2-{[4-(b...